This data is from the Open Reaction Database (ORD), a public repository of structured organic reaction records. The task is: describe an organic reaction: reactants, conditions, products, and yield The product is CCCc1nc(CC)c(-c2ccc(OC(C)(C)CO[Si](C)(C)C(C)(C)C)cc2)c(=O)n1Cc1ccc(-c2ccccc2C#N)cc1. Reaction SMILES: [Br:1][c:2]1[c:3]([CH2:27][CH3:28])[n:4][c:5]([CH2:24][CH2:25][CH3:26])[n:6]([CH2:9][c:10]2[cH:11][cH:12][c:13](-[c:16]3[c:17]([C:22]#[N:23])[cH:18][cH:19][cH:20][cH:21]3)[cH:14][cH:15]2)[c:7]1=[O:8].[C:29]([CH3:30])([CH3:31])([CH3:32])[Si:33]([O:34][CH2:35][C:36]([O:37][c:38]1[cH:39][cH:40][c:41]([B:44]([OH:45])[OH:46])[cH:42][cH:43]1)([CH3:47])[CH3:48])([CH3:49])[CH3:50].[C:51](=[O:52])([O-:53])[O-:54].[CH2:57]1[O:58][CH2:59][CH2:60][O:61][CH2:62]1.[CH3:63][CH2:64][O:65][C:66](=[O:67])[CH3:68].[Cs+:55].[Cs+:56]>>[c:2]1(-[c:41]2[cH:40][cH:39][c:38]([O:37][C:36]([CH2:35][O:34][Si:33]([C:29]([CH3:30])([CH3:31])[CH3:32])([CH3:49])[CH3:50])([CH3:47])[CH3:48])[cH:43][cH:42]2)[c:3]([CH2:27][CH3:28])[n:4][c:5]([CH2:24][CH2:25][CH3:26])[n:6]([CH2:9][c:10]2[cH:11][cH:12][c:13](-[c:16]3[c:17]([C:22]#[N:23])[cH:18][cH:19][cH:20][cH:21]3)[cH:14][cH:15]2)[c:7]1=[O:8]. Starting materials: CCCc1nc(CC)c(Br)c(=O)n1Cc1ccc(-c2ccccc2C#N)cc1, CC(C)(CO[Si](C)(C)C(C)(C)C)Oc1ccc(B(O)O)cc1, O=C([O-])[O-], C1COCCO1, CCOC(C)=O, [Cs+], [Cs+]. Starting materials: CCc1nn(C2CCCC2)c2cc(C(=O)Cl)ccc12, Nc1ccccn1. Product: CCc1nn(C2CCCC2)c2cc(C(=O)Nc3ccccn3)ccc12. Reaction SMILES: [CH:1]1([n:6]2[n:7][c:8]([CH2:18][CH3:19])[c:9]3[cH:10][cH:11][c:12]([C:15](=[O:16])[Cl:17])[cH:13][c:14]23)[CH2:2][CH2:3][CH2:4][CH2:5]1.[NH2:20][c:21]1[n:22][cH:23][cH:24][cH:25][cH:26]1>>[CH:1]1([n:6]2[n:7][c:8]([CH2:18][CH3:19])[c:9]3[cH:10][cH:11][c:12]([C:15](=[O:16])[NH:20][c:21]4[n:22][cH:23][cH:24][cH:25][cH:26]4)[cH:13][c:14]23)[CH2:2][CH2:3][CH2:4][CH2:5]1. The reactants are COC(C1=CC(=CC=C1)C1=CC(=NC=C1)C)=O (3-(2-methyl-pyridin-4-yl)-benzoic acid methyl ester), OO (H2O2), N-oxide. Run in C(C)(=O)O (acetic acid), C(C)(=O)OC(C)=O (acetic acid anhydride). Yields the product COC(C1=CC(=CC=C1)C1=CC(=NC=C1)COC(C)=O)=O (3-(2-acetoxymethyl-pyridin-4-yl)-benzoic acid methyl ester). The yield is 161.2%. Reaction SMILES: [CH3:1][O:2][C:3](=[O:17])[C:4]1[CH:9]=[CH:8][CH:7]=[C:6]([C:10]2[CH:15]=[CH:14][N:13]=[C:12]([CH3:16])[CH:11]=2)[CH:5]=1.OO>C(O)(=O)C.C(OC(=O)C)(=O)C>[CH3:1][O:2][C:3](=[O:17])[C:4]1[CH:9]=[CH:8][CH:7]=[C:6]([C:10]2[CH:15]=[CH:14][N:13]=[C:12]([CH2:16][O:17][C:3](=[O:2])[CH3:4])[CH:11]=2)[CH:5]=1. Procedure: Oxidation of 3-(2-methyl-pyridin-4-yl)-benzoic acid methyl ester (26.2 g, 0.11 mol; example K12) with H2O2 (30%, 31.5 ml, 0.31 mol) in acetic acid (117 ml) at 70° C. for 27 h and subsequent reaction of the N-oxide in acetic acid anhydride (22 ml) at 135° C. for 30 min yielded after aqueous work-up 3-(2-acetoxymethyl-pyridin-4-yl)-benzoic acid methyl ester (25.3 g, 82%) as a brown oil. The reactants are Cc1nc(N)c([N+](=O)[O-])c(C)c1Br, O=C(O)C(F)(F)F, O=N[O-], [Na+], O. The product is Cc1nc(O)c([N+](=O)[O-])c(C)c1Br. As a reaction SMILES: [Br:1][c:2]1[c:3]([CH3:13])[c:4]([N+:10](=[O:11])[O-:12])[c:5]([NH2:9])[n:6][c:7]1[CH3:8].[F:19][C:20]([F:21])([F:22])[C:23]([OH:24])=[O:25].[N:14](=[O:15])[O-:16].[Na+:17].[OH2:18]>>[Br:1][c:2]1[c:3]([CH3:13])[c:4]([N+:10](=[O:11])[O-:12])[c:5]([OH:15])[n:6][c:7]1[CH3:8].